This data is from the Open Reaction Database (ORD), a public repository of structured organic reaction records. The task is: describe an organic reaction: reactants, conditions, products, and yield Conditions: temperature 0 celsius, time 2 hour. RXN SMILES: [CH3:1][N:2]1[C:10]2[C:5](=[CH:6][CH:7]=[CH:8][CH:9]=2)[CH:4]=[CH:3]1.C([Li])(C)(C)C.CCCCC.[CH3:21][N:22]([CH3:36])[C:23]1([C:30]2[CH:35]=[CH:34][CH:33]=[CH:32][CH:31]=2)[CH2:28][CH2:27][C:26](=[O:29])[CH2:25][CH2:24]1>C1COCC1>[CH3:21][N:22]([CH3:36])[C:23]1([C:30]2[CH:35]=[CH:34][CH:33]=[CH:32][CH:31]=2)[CH2:28][CH2:27][C:26]([C:3]2[N:2]([CH3:1])[C:10]3[C:5]([CH:4]=2)=[CH:6][CH:7]=[CH:8][CH:9]=3)([OH:29])[CH2:25][CH2:24]1. The solvent is C1CCOC1 (THF), C1CCOC1 (THF). Yield: 29.9%. The product is CN(C1(CCC(CC1)(O)C=1N(C2=CC=CC=C2C1)C)C1=CC=CC=C1)C (4-dimethylamino-1-(1-methyl-1H-indol-2-yl)-4-phenylcyclohexanol). Reported procedure: A solution of N-methylindol (400 mg, 3.05 mmol) in dry THF (20 ml) was cooled to −5° C. under a stream of argon. Tert-butyllithium (3.65 mmol, 2.15 ml of a 1.7 molar pentane solution) was added dropwise in such a way that a reaction temperature of 0° C. was not exceeded. Once all the substance had been added, the reaction mixture was stirred for 2 hours at 0° C. A solution of 4-dimethylamino-4-phenylcyclohexanone (662 mg, 3.05 mmol) in dry THF (5 ml) was added dropwise at 0° C. The mixture was s... Reactants: CN(C1(CCC(CC1)=O)C1=CC=CC=C1)C (4-dimethylamino-4-phenylcyclohexanone), C(C)(C)(C)[Li] (Tert-butyllithium), CCCCC (pentane), CN1C=CC2=CC=CC=C12 (N-methylindol). The reactants are aqueous solution, solution, [OH-].[Li+] (lithium hydroxide), S1C=NC2=C1C=CC(=C2)B(O)O (5-Benzothiazole-boronic acid), C(C)OC(C(OC(C)(C)C)C=1C(=C2C(=NC1C)SC1=C2CCCC1)I)=O (ethyl-2-tert-butoxy(4-iodo-2-methyl-5,6,7,8-tetrahydro[1]benzothieno[2,3-b]pyridin-3-yl)acetate), solution, solution, C([O-])([O-])=O.[Cs+].[Cs+] (caesium carbonate), Cl (hydrochloric acid). Reagents/catalysts: C1=CC=C(C=C1)P([C-]2C=CC=C2)C3=CC=CC=C3.C1=CC=C(C=C1)P([C-]2C=CC=C2)C3=CC=CC=C3.Cl[Pd]Cl.[Fe+2] (Pd(dppf)Cl2). Solvent: C1CCOC1 (THF), O (water), O1CCOCC1 (dioxane), O (water). Run at temperature 100 celsius, time 16 hour. The product is C(C)(C)(C)OC(C(=O)O)C=1C(=C2C(=NC1C)SC1=C2CCCC1)I (2-tert-butoxy(4-iodo-2-methyl-5,6,7,8-tetrahydro[1]benzothieno[2,3-b]pyridin-3-yl)acetic acid). Yield: 23.0%. RXN SMILES: S1C2C=CC(B(O)O)=CC=2N=C1.C([O:15][C:16](=[O:38])[CH:17]([C:23]1[C:24]([I:37])=[C:25]2[C:32]3[CH2:33][CH2:34][CH2:35][CH2:36][C:31]=3[S:30][C:26]2=[N:27][C:28]=1[CH3:29])[O:18][C:19]([CH3:22])([CH3:21])[CH3:20])C.C(=O)([O-])[O-].[Cs+].[Cs+].[OH-].[Li+].Cl>O1CCOCC1.O.C1C=CC(P(C2C=CC=CC=2)[C-]2C=CC=C2)=CC=1.C1C=CC(P(C2C=CC=CC=2)[C-]2C=CC=C2)=CC=1.Cl[Pd]Cl.[Fe+2].C1COCC1>[C:19]([O:18][CH:17]([C:23]1[C:24]([I:37])=[C:25]2[C:32]3[CH2:33][CH2:34][CH2:35][CH2:36][C:31]=3[S:30][C:26]2=[N:27][C:28]=1[CH3:29])[C:16]([OH:38])=[O:15])([CH3:22])([CH3:20])[CH3:21] |f:2.3.4,5.6,10.11.12.13|. Procedure: 5-Benzothiazole-boronic acid (150 μmol) and ethyl-2-tert-butoxy(4-iodo-2-methyl-5,6,7,8-tetrahydro[1]benzothieno[2,3-b]pyridin-3-yl)acetate (Preparation 11, 1 mL of a 0.1M solution in dioxane, 100 μmol) were added to a reaction vial. A 1M solution of caesium carbonate (200 μL, 200 μmol) in water was then added, followed by 55 μmol of Pd(dppf)Cl2 and the whole stirred at 100° C. for 16 h before cooling to room temperature and evaporation of the solution under reduced pressure to give a yellow res... Starting materials: Cl.C(C)N=C=NCCCN(C)C (1-ethyl-3-(3-dimethylaminopropyl)carbodiimide hydrochloride), Cl.C(#N)C1=CC=C(CN2C=NC=C2CCC(=O)O)C=C1 (3-[1-(4-cyanobenzyl)-5-imidazolyl]propionic acid hydrochloride), ClC=1C=C(N)C=CC1 (3-chloroaniline), Cl.CCOCC (HCl ether), O.ON1N=NC2=C1C=CC=C2 (1-Hydroxybenzotriazole hydrate). Solvent: CCOC(=O)C (EtOAc), CN(C)C=O (DMF), C(C)N(CC)CC (triethylamine), C(Cl)Cl (CH2Cl2). Reaction conditions: time 6 hour. Product: Cl.ClC=1C=C(C=CC1)NC(CCC1=CN=CN1CC1=CC=C(C=C1)C#N)=O (N-(3-chlorophenyl)-3-[1-(4-cyanobenzyl)-5-imidazoly]propionamide hydrochloride). Reaction SMILES: Cl.[C:2]([C:4]1[CH:20]=[CH:19][C:7]([CH2:8][N:9]2[C:13]([CH2:14][CH2:15][C:16]([OH:18])=O)=[CH:12][N:11]=[CH:10]2)=[CH:6][CH:5]=1)#[N:3].[Cl:21][C:22]1[CH:23]=[C:24]([CH:26]=[CH:27][CH:28]=1)[NH2:25].O.ON1C2C=CC=CC=2N=N1.Cl.C(N=C=NCCCN(C)C)C.Cl.CCOCC>CN(C=O)C.C(Cl)Cl.CCOC(C)=O.C(N(CC)CC)C>[ClH:21].[Cl:21][C:22]1[CH:23]=[C:24]([NH:25][C:16](=[O:18])[CH2:15][CH2:14][C:13]2[N:9]([CH2:8][C:7]3[CH:6]=[CH:5][C:4]([C:2]#[N:3])=[CH:20][CH:19]=3)[CH:10]=[N:11][CH:12]=2)[CH:26]=[CH:27][CH:28]=1 |f:0.1,3.4,5.6,7.8,13.14|. Procedure: To a 0° C. solution of acid 6 (141 mg) in 2 mL of dry DMF was added triethylamine (0.089 mL), and 3-chloroaniline (0.046 mL). 1-Hydroxybenzotriazole hydrate (80 mg) was added, followed by 1-ethyl-3-(3-dimethylaminopropyl)carbodiimide hydrochloride (106 mg). After six hours, the reaction was poured into EtOAc, washed with sat. aq. NaHCO3 solution and brine, then dried (Na2SO4), filtered, and concentrated in vacuo to provide the crude product. Purification by silica gel chromatography (2-6% MeOH/C... Starting materials: ClC1=CC=C(C=C1)C1=CC=CC=C1 (4-chlorobiphenyl), O1CCOCC1 (1,4-dioxane), C([O-])([O-])=O.[Cs+].[Cs+] (cesium carbonate), sodium (2-hydroxyethoxy)methyl trifluoroborate, C1(CCCCC1)P(C1=C(C=CC=C1)C1=C(C=CC=C1OC)OC)C1CCCCC1 (2-dicyclohexylphosphino-2′,6′-dimethoxybiphenyl). Reagents/catalysts: C(C)(=O)[O-].[Pd+2].C(C)(=O)[O-] (palladium (II) acetate). Run in ClCCl (dichloromethane), O (water), O (water). Conditions: temperature 100 celsius, time 13 hour. Product: C1(=CC=C(C=C1)COCCO)C1=CC=CC=C1 (2-(Biphenyl-4-ylmethoxy)ethanol). The yield is 38.0%. Reaction SMILES: Cl[C:2]1[CH:7]=[CH:6][C:5]([C:8]2[CH:13]=[CH:12][CH:11]=[CH:10][CH:9]=2)=[CH:4][CH:3]=1.[O:14]1[CH2:19]C[O:17][CH2:16][CH2:15]1.C(=O)([O-])[O-].[Cs+].[Cs+].C1(P(C2CCCCC2)C2C=CC=CC=2C2C(OC)=CC=CC=2OC)CCCCC1>C([O-])(=O)C.[Pd+2].C([O-])(=O)C.ClCCl.O>[C:5]1([C:8]2[CH:13]=[CH:12][CH:11]=[CH:10][CH:9]=2)[CH:6]=[CH:7][C:2]([CH2:19][O:14][CH2:15][CH2:16][OH:17])=[CH:3][CH:4]=1 |f:2.3.4,6.7.8|. Procedure: To a mixture of 4-chlorobiphenyl (15 mg, 79.5 μmol) and 1,4-dioxane (1.5 ml) were added water (0.15 ml), cesium carbonate (117 mg, 358 μmol), sodium (2-hydroxyethoxy)methyl trifluoroborate (19.7 mg, 119 mol), palladium (II) acetate (5.37 mg, 23.9 μmol) and 2-dicyclohexylphosphino-2′,6′-dimethoxybiphenyl (19.6 mg, 47.7 μmol). Then, the reaction mixture was stirred at 100° C. (external temperature) for 13 hours. After the reaction mixture was cooled at room temperature, water and dichloromethane w... Reactants: COC(=O)Cl, Cl, COC(=O)COc1ccccc1Oc1cc(N)c(F)cc1Cl, C1CCOC1, c1ccncc1. Yields the product COC(=O)COc1ccccc1Oc1cc(NC(=O)OC)c(F)cc1Cl. As a reaction SMILES: [Cl:23][C:24](=[O:25])[O:26][CH3:27].[ClH:33].[NH2:1][c:2]1[c:3]([F:22])[cH:4][c:5]([Cl:21])[c:6]([O:7][c:8]2[c:9]([O:10][CH2:11][C:12](=[O:13])[O:14][CH3:15])[cH:16][cH:17][cH:18][cH:19]2)[cH:20]1.[O:28]1[CH2:29][CH2:30][CH2:31][CH2:32]1.[cH:34]1[cH:35][cH:36][n:37][cH:38][cH:39]1>>[NH:1]([c:2]1[c:3]([F:22])[cH:4][c:5]([Cl:21])[c:6]([O:7][c:8]2[c:9]([O:10][CH2:11][C:12](=[O:13])[O:14][CH3:15])[cH:16][cH:17][cH:18][cH:19]2)[cH:20]1)[C:24](=[O:25])[O:26][CH3:27]. Reaction SMILES: [CH3:44][CH2:45][O:46][C:47](=[O:48])[CH3:49].[CH:1](=[O:2])[O:3][CH2:4][C:5]#[N:6].[CH:7]1([NH:10][C:11](=[O:12])[c:13]2[cH:14][cH:15][cH:16][c:17]3[s:18][c:19](-[c:22]4[n:23][c:24]([NH:29][CH2:30][CH2:31][CH2:32][CH:33]5[CH2:34][CH2:35][NH:36][CH2:37][CH2:38]5)[n:25][cH:26][c:27]4[Cl:28])[cH:20][c:21]23)[CH2:8][CH2:9]1.[O:39]=[CH:40][N:41]([CH3:42])[CH3:43]>>[CH:1](=[O:2])[N:36]1[CH2:35][CH2:34][CH:33]([CH2:32][CH2:31][CH2:30][NH:29][c:24]2[n:23][c:22](-[c:19]3[s:18][c:17]4[cH:16][cH:15][cH:14][c:13]([C:11]([NH:10][CH:7]5[CH2:8][CH2:9]5)=[O:12])[c:21]4[cH:20]3)[c:27]([Cl:28])[cH:26][n:25]2)[CH2:38][CH2:37]1. The reactants are CCOC(C)=O, N#CCOC=O, O=C(NC1CC1)c1cccc2sc(-c3nc(NCCCC4CCNCC4)ncc3Cl)cc12, CN(C)C=O. The product is O=CN1CCC(CCCNc2ncc(Cl)c(-c3cc4c(C(=O)NC5CC5)cccc4s3)n2)CC1. Reactants: C(C1=CC=CC=C1)(=O)NCC(=O)O (N-Benzoylglycine), Cl.CN(C)CCCN=C=N (3-(dimethylaminopropyl)carbodiimide hydrochloride), O.ON1N=NC2=C1C=CC=C2 (1-hydroxybenzotriazole hydrate), Cl.Cl.NC1CN(CC1)CC1=CC=C(C=C1)Cl (3-amino-1-(4-chlorobenzyl)pyrrolidine dihydrochloride). The solvent is C(Cl)(Cl)Cl (CHCl3), CCN(CC)CC (Et3N). Conditions: temperature 25 celsius, time 16 hour. Yields the product C(C1=CC=CC=C1)(=O)NCC(=O)NC1CN(CC1)CC1=CC=C(C=C1)Cl (3-(N-benzoylglycyl)amino-1-(4-chlorobenzyl)pyrrolidine). As a reaction SMILES: [C:1]([NH:9][CH2:10][C:11]([OH:13])=O)(=[O:8])[C:2]1[CH:7]=[CH:6][CH:5]=[CH:4][CH:3]=1.Cl.CN(CCCN=C=N)C.O.ON1C2C=CC=CC=2N=N1.Cl.Cl.[NH2:37][CH:38]1[CH2:42][CH2:41][N:40]([CH2:43][C:44]2[CH:49]=[CH:48][C:47]([Cl:50])=[CH:46][CH:45]=2)[CH2:39]1>C(Cl)(Cl)Cl.CCN(CC)CC>[C:1]([NH:9][CH2:10][C:11]([NH:37][CH:38]1[CH2:42][CH2:41][N:40]([CH2:43][C:44]2[CH:49]=[CH:48][C:47]([Cl:50])=[CH:46][CH:45]=2)[CH2:39]1)=[O:13])(=[O:8])[C:2]1[CH:3]=[CH:4][CH:5]=[CH:6][CH:7]=1 |f:1.2,3.4,5.6.7|. Reported procedure: N-Benzoylglycine (9.9 mg, 0.055 mmol), 3-ethyl-1-(3-(dimethylaminopropyl)carbodiimide hydrochloride (EDCI) (10.5 mg) and 1-hydroxybenzotriazole hydrate (HOBt) (7.4 mg) were added to a solution of 3-amino-1-(4-chlorobenzyl)pyrrolidine dihydrochloride (14.2 mg, 0.050 mmol) and Et3N (15.2 mg) in CHCl3 (2.5 mL). The reaction mixture was stirred at 25° C. for 16 h, washed with 2 N aqueous NaOH (2 mL×2) and brine (1 mL). After filtration through a PTFE membrane filter, the solvent was removed under re... Yields the product COC=1C(=C(C=O)C=C(C1OC)OC)[N+](=O)[O-] (3,4,5-trimethoxy-2-nitrobenzaldehyde). Conditions: time 8 hour. Reactants: COC=1C(=C(CO)C=C(C1OC)OC)[N+](=O)[O-] (3,4,5-trimethoxy-2-nitrobenzyl alcohol). Reported procedure: Active manganese dioxide (8.0 g) was added to a solution of 3,4,5-trimethoxy-2-nitrobenzyl alcohol (1.01 g, 4.15 mmol), prepared in the step (a), in methylene chloride (15 ml), and the mixture was stirred at room temperature overnight. Further, active manganese dioxide (8.0 g) was added thereto, and the mixture was stirred at room temperature for 8 hr. The reaction mixture was filtered through Celite, and the solvent was removed under reduced pressure to give 3,4,5-trimethoxy-2-nitrobenzaldehyde... Run in C(Cl)Cl (methylene chloride). The yield is 30.0%. The reagents and catalysts are [O-2].[O-2].[Mn+4] (manganese dioxide), [O-2].[O-2].[Mn+4] (manganese dioxide). As a reaction SMILES: [CH3:1][O:2][C:3]1[C:4]([N+:15]([O-:17])=[O:16])=[C:5]([CH:8]=[C:9]([O:13][CH3:14])[C:10]=1[O:11][CH3:12])[CH2:6][OH:7]>C(Cl)Cl.[O-2].[O-2].[Mn+4]>[CH3:1][O:2][C:3]1[C:4]([N+:15]([O-:17])=[O:16])=[C:5]([CH:8]=[C:9]([O:13][CH3:14])[C:10]=1[O:11][CH3:12])[CH:6]=[O:7] |f:2.3.4|.